The task is: describe an organic reaction: reactants, conditions, products, and yield. This data is from the Open Reaction Database (ORD), a public repository of structured organic reaction records. The reactants are Br, CN(C)Cc1cccc(CO)n1, Cl, NCCS. Product: CN(C)Cc1cccc(CSCCN)n1. As a reaction SMILES: [BrH:18].[CH3:6][N:7]([CH3:8])[CH2:9][c:10]1[cH:11][cH:12][cH:13][c:14]([CH2:16][OH:17])[n:15]1.[ClH:1].[NH2:2][CH2:3][CH2:4][SH:5]>>[NH2:2][CH2:3][CH2:4][S:5][CH2:16][c:14]1[cH:13][cH:12][cH:11][c:10]([CH2:9][N:7]([CH3:6])[CH3:8])[n:15]1. Reactants: FC1=CC2=C(C(=NO2)C2=CC=C(C=C2)OC[C@@H]2OC2)C=C1 ((R)-6-fluoro-3-(4-oxiranylmethoxy-phenyl)-benzo[d]isoxazole), FC(C1=C(CN)C=CC=C1)(F)F (2-(trifluoromethyl)benzylamine). Run in C(C)O (ethanol). The product is FC1=CC2=C(C(=NO2)C2=CC=C(OC[C@@H](CNCC3=C(C=CC=C3)C(F)(F)F)O)C=C2)C=C1 ((R)-1-[4-(6-fluoro-benzo[d]isoxazol-3-yl)-phenoxy]-3-(2-trifluoromethyl-benzylamino)-propan-2-ol). As a reaction SMILES: [F:1][C:2]1[CH:21]=[CH:20][C:5]2[C:6]([C:9]3[CH:14]=[CH:13][C:12]([O:15][CH2:16][C@H:17]4[CH2:19][O:18]4)=[CH:11][CH:10]=3)=[N:7][O:8][C:4]=2[CH:3]=1.[F:22][C:23]([F:33])([F:32])[C:24]1[CH:31]=[CH:30][CH:29]=[CH:28][C:25]=1[CH2:26][NH2:27]>C(O)C>[F:1][C:2]1[CH:21]=[CH:20][C:5]2[C:6]([C:9]3[CH:14]=[CH:13][C:12]([O:15][CH2:16][C@H:17]([OH:18])[CH2:19][NH:27][CH2:26][C:25]4[CH:28]=[CH:29][CH:30]=[CH:31][C:24]=4[C:23]([F:22])([F:32])[F:33])=[CH:11][CH:10]=3)=[N:7][O:8][C:4]=2[CH:3]=1. Procedure details: The title compound is prepared from (R)-6-fluoro-3-(4-oxiranylmethoxy-phenyl)-benzo[d]isoxazole, 2-(trifluoromethyl)benzylamine, and ethanol essentially as described above in Example 112. Purity by LC/MS=96%, [M+H]+=461. Reactants: [Cl-].[Cl-].C1(=CC=CC=C1)N(C1=CC=CC=C1)B (diphenylaminoborane dichloride), C(C1=CC=CC=C1)=O (benzaldehyde), C(CCC)N(CCCC)CCCC (tri-n-butylamine). The product is C1(=CC=CC=C1)NC1=C(C(C2=CC=CC=C2)O)C=CC=C1 (2-phenylaminobenzhydrol). Yield: 22.4%. As a reaction SMILES: [Cl-].[Cl-].[C:3]1([N:9](B)[C:10]2[CH:15]=[CH:14][CH:13]=[CH:12][CH:11]=2)[CH:8]=[CH:7][CH:6]=[CH:5][CH:4]=1.[CH:17](=[O:24])[C:18]1[CH:23]=[CH:22][CH:21]=[CH:20][CH:19]=1.C(N(CCCC)CCCC)CCC>>[C:3]1([NH:9][C:10]2[CH:15]=[CH:14][CH:13]=[CH:12][C:11]=2[CH:17]([OH:24])[C:18]2[CH:23]=[CH:22][CH:21]=[CH:20][CH:19]=2)[CH:8]=[CH:7][CH:6]=[CH:5][CH:4]=1 |f:0.1.2|. Reported procedure: Using diphenylaminoborane dichloride (200 mg), benzaldehyde (85 mg) and tri-n-butylamine (147 mg), the reaction is effected as in Example 7, whereby 2-phenylaminobenzhydrol (49 mg) is obtained. This substance is recrystallized from benzene-hexane to give crystals melting at 111° to 112° C. Anal. Calcd. for C19H17ON: C, 82.88; H, 6.62; N, 5.09. Found: C, 82.67; H, 6.28; N, 5.03. The reactants are O=C([O-])[O-], C=O, CCOC(=O)C(Cc1ccccc1Cl)P(=O)(OCC)OCC, [K+], [K+], O. Product: C=C(Cc1ccccc1Cl)C(=O)OCC. As a reaction SMILES: [C:25](=[O:26])([O-:27])[O-:28].[CH2:23]=[O:24].[Cl:1][c:2]1[c:3]([CH2:8][CH:9]([C:10](=[O:11])[O:12][CH2:13][CH3:14])[P:15]([O:16][CH2:17][CH3:18])([O:19][CH2:20][CH3:21])=[O:22])[cH:4][cH:5][cH:6][cH:7]1.[K+:29].[K+:30].[OH2:31]>>[Cl:1][c:2]1[c:3]([CH2:8][C:9]([C:10](=[O:11])[O:12][CH2:13][CH3:14])=[CH2:25])[cH:4][cH:5][cH:6][cH:7]1. Reactants: BrC1=CC=C2C(=C1)NC(C21C(NC(CC1C1=CC(=CC=C1)Cl)=O)C(=C)C)=O.COC(C)[Si](C)(C)C (racemic (2′R,3R,4′S)-6-bromo-4′-(3-chlorophenyl)-2′-isopropenyl-2,3-dihydro-2,6′-dioxospiro[indole-3,3′-piperidine] 1-methoxyethyl trimethylsilane), ICI (diiodomethane), C(C)[Zn]CC (diethylzinc). Solvent: C1(=CC=CC=C1)C (toluene), C1(=CC=CC=C1)C (toluene), ice-salt. Conditions: time 10 minute. Yields the product BrC1=CC=C2C(=C1)NC(C21C(NC(CC1C1=CC(=CC=C1)Cl)=O)C1(CC1)C)=O.COC(C)[Si](C)(C)C (racemic (2′R,3R,4′S)-6-bromo-4′-(3-chlorophenyl)-2′-(1-methyl cyclopropyl)-2,3-dihydro-2,6′-dioxospiro[indole-3,3′-piperidine] 1-methoxyethyl trimethylsilane). The yield is 96.5%. RXN SMILES: ICI.[CH2:4]([Zn]CC)C.[Br:9][C:10]1[CH:15]=[C:14]2[NH:16][C:17](=[O:35])[C:18]3([CH:23]([C:24]4[CH:29]=[CH:28][CH:27]=[C:26]([Cl:30])[CH:25]=4)[CH2:22][C:21](=[O:31])[NH:20][CH:19]3[C:32]([CH3:34])=[CH2:33])[C:13]2=[CH:12][CH:11]=1.[CH3:36][O:37][CH:38]([Si:40]([CH3:43])([CH3:42])[CH3:41])[CH3:39]>C1(C)C=CC=CC=1>[Br:9][C:10]1[CH:15]=[C:14]2[NH:16][C:17](=[O:35])[C:18]3([CH:23]([C:24]4[CH:29]=[CH:28][CH:27]=[C:26]([Cl:30])[CH:25]=4)[CH2:22][C:21](=[O:31])[NH:20][CH:19]3[C:32]3([CH3:4])[CH2:34][CH2:33]3)[C:13]2=[CH:12][CH:11]=1.[CH3:36][O:37][CH:38]([Si:40]([CH3:43])([CH3:42])[CH3:41])[CH3:39] |f:2.3,5.6|. Procedure details: A solution of diiodomethane (3.7 g, 0.013 mmol) in toluene (10 mL) was cooled in ice-salt bath. Then diethylzinc (1.1M in toluene, 10 mL, 11 mmol) was added dropwise into the above solution slowly. After the addition, the mixture was stirred for 10 min. To the resulting mixture was added a solution of racemic (2′R,3R,4′S)-6-bromo-4′-(3-chlorophenyl)-2′-isopropenyl-2,3-dihydro-2,6′-dioxospiro[indole-3,3′-piperidine]-1-methoxyethyl trimethylsilane prepared in Example 267a (800 mg, 1.4 mmol) in tol... The reactants are C(C)[C@]12C3(CC[C@H]2C2=C(CC1)C=1C=CC(=CC1C(C2)C)OC)OCCO3 (13-ethyl-3-methoxy-6-methyl-17,17-ethylenedioxygona-1,3,5(10),8-tetraene), N (ammonia), [Li] (lithium), NC1=CC=CC=C1 (aniline). Run in O1CCCC1 (tetrahydrofuran), O1CCCC1 (tetrahydrofuran). The product is C(C)[C@]12C3(CC[C@H]2[C@H]2[C@H](CC1)C=1C=CC(=CC1C(C2)C)OC)OCCO3 (13-ethyl-3-methoxy-6-methyl-17,17-ethylenedioxygona-1,3,5(10)-triene). Isolated yield 85.9%. Reaction SMILES: [CH2:1]([C@:3]12[CH2:11][CH2:10][C:9]3[C:12]4[CH:13]=[CH:14][C:15]([O:21][CH3:22])=[CH:16][C:17]=4[CH:18]([CH3:20])[CH2:19][C:8]=3[C@@H:7]1[CH2:6][CH2:5][C:4]12[O:26][CH2:25][CH2:24][O:23]1)[CH3:2].N.NC1C=CC=CC=1.[Li]>O1CCCC1>[CH2:1]([C@:3]12[CH2:11][CH2:10][C@@H:9]3[C:12]4[CH:13]=[CH:14][C:15]([O:21][CH3:22])=[CH:16][C:17]=4[CH:18]([CH3:20])[CH2:19][C@H:8]3[C@@H:7]1[CH2:6][CH2:5][C:4]12[O:23][CH2:24][CH2:25][O:26]1)[CH3:2] |^1:34|. Reported procedure: Add dl-13-ethyl-3-methoxy-6-methyl-17,17-ethylenedioxygona-1,3,5(10),8-tetraene (11.0 g) in tetrahydrofuran (160 ml) to liquid ammonia (600 ml) containing tetrahydrofuran (170 ml) and aniline (30 ml). Then add lithium (0.6 g) in small portions and stir for 2 hours. Work up in the usual way to obtain dl-13-ethyl-3-methoxy-6-methyl-17,17-ethylenedioxygona-1,3,5(10)-triene as a gum (9.5 g) that will crystallize on scratching. Recrystallize from isopropanol to obtain a product with m.p. 130°-134°; u... Reactants: C(C(=O)Cl)(=O)Cl (Oxalyl chloride), FC(C(=O)N[C@@H]1C[C@@H]2N(C3=C(N(C4=C2C=CC=C4)C)C=CC=C3)CC1)(F)F (cis-2,2,2-trifluoro-N-(1,2,3,4,10,14b-hexahydro-10-methyldibenzo[b,f]pyrido[1,2-d][1,4]diazepin-2-yl)acetamide). Run in CN(C)C=O (DMF), CN(C)C=O (DMF). Conditions: temperature 80 celsius, time 25 minute. Product: FC(C(=O)N[C@@H]1C[C@@H]2N(C3=C(N(C4=C2C=CC=C4)C)C=C(C=C3)C=O)CC1)(F)F (cis-2,2,2-trifluoro-N-(8-formyl-1,2,3,4,10,14b-hexahydro-10-methyldibenzo[b,f]pyrido[1,2-d][1,4]diazepin-2-yl)acetamide). Reaction SMILES: [C:1](Cl)(=[O:5])[C:2](Cl)=O.[F:7][C:8]([F:33])([F:32])[C:9]([NH:11][C@H:12]1[CH2:31][CH2:30][N:15]2[C:16]3[CH:29]=[CH:28]C=[CH:26][C:17]=3[N:18]([CH3:25])[C:19]3[CH:24]=[CH:23][CH:22]=[CH:21][C:20]=3[C@@H:14]2[CH2:13]1)=[O:10]>CN(C=O)C>[F:33][C:8]([F:7])([F:32])[C:9]([NH:11][C@H:12]1[CH2:31][CH2:30][N:15]2[C:16]3[CH:29]=[CH:28][C:2]([CH:1]=[O:5])=[CH:26][C:17]=3[N:18]([CH3:25])[C:19]3[CH:24]=[CH:23][CH:22]=[CH:21][C:20]=3[C@@H:14]2[CH2:13]1)=[O:10]. Procedure: Oxalyl chloride (436 μL, 5 mmol) was carefully added dropwise, with stirring, to DMF (0.5 ml) at 0° C. then held for 25 minutes. A solution of cis-2,2,2-trifluoro-N-(1,2,3,4,10,14b-hexahydro-10-methyldibenzo[b,f]pyrido[1,2-d][1,4]diazepin-2-yl)acetamide (9: R2=COCF3) (400 mg, 1.07 mmol) in DMF (2 ml) was added dropwise to the resulting suspension and the reaction mixture heated to 80° C. and held for 1.5 hours. The reaction was cooled to ambient temperature and quenched by dropwise addition of N... The reactants are CC1=CC=C(C=C1)S(=O)(=O)Cl (4-Methylbenzenesulfonyl chloride), CC(C)(C)N(C(O)=O)C(C(C)C)CO (1,1-dimethylethyl [1-(hydroxymethyl)-2-methylpropyl]carbamic acid), O (H2O). The solvent is N1=CC=CC=C1 (pyridine). Reaction conditions: temperature 10 celsius, time 2 hour. The product is CC1=CC=C(C=C1)S(=O)(=O)OCC(C(C)C)NC(OC(C)(C)C)=O ((±)-1,1-dimethylethyl [1-[[[(4-methylphenyl)sulfonyl]oxy]methyl]-2-methylpropyl]carbamate). The yield is 123.4%. RXN SMILES: [CH3:1][C:2]1[CH:7]=[CH:6][C:5]([S:8](Cl)(=[O:10])=[O:9])=[CH:4][CH:3]=1.CC([N:16]([CH:20]([CH2:24][OH:25])[CH:21]([CH3:23])[CH3:22])[C:17](=[O:19])[OH:18])(C)C.O>N1C=CC=CC=1>[CH3:1][C:2]1[CH:7]=[CH:6][C:5]([S:8]([O:25][CH2:24][CH:20]([NH:16][C:17](=[O:19])[O:18][C:2]([CH3:7])([CH3:3])[CH3:1])[CH:21]([CH3:22])[CH3:23])(=[O:10])=[O:9])=[CH:4][CH:3]=1. Procedure details: 4-Methylbenzenesulfonyl chloride (0.2222 mol) was added portionwise at 10° C. to a mixture of 1,1-dimethylethyl [1-(hydroxymethyl)-2-methylpropyl]carbamic acid (ester) (0.202 mol) in pyridine (65 ml). The mixture was stirred at 10° C. for 2 hours. H2O (75 ml) was added at 10° C. The precipitate was filtered off, washed with H2O and taken up in CH2Cl2. The organic solution was washed with H2O, dried, filtered and the solvent was evaporated, yielding 49 g (68%) of (±)-1,1-dimethylethyl [1-[[[(4-me...